Dataset: the Open Reaction Database (ORD), a public repository of structured organic reaction records. Task: describe an organic reaction: reactants, conditions, products, and yield Starting materials: CCN=C=NCCCN(C)C, ClCCl, Cl, CC(C)C(N)CO, On1nnc2ccccc21, O=C(NC1(C(=O)O)CCCCC1)OCc1ccccc1. As a reaction SMILES: [CH2:2]([N:3]=[C:4]=[N:5][CH2:6][CH2:7][CH2:8][N:9]([CH3:10])[CH3:11])[CH3:12].[CH2:50]([Cl:51])[Cl:52].[ClH:1].[NH2:43][CH:44]([CH:45]([CH3:46])[CH3:47])[CH2:48][OH:49].[OH:33][n:34]1[c:35]2[cH:36][cH:37][cH:38][cH:39][c:40]2[n:41][n:42]1.[c:13]1([CH2:19][O:20][C:21](=[O:22])[NH:23][C:24]2([C:30](=[O:31])[OH:32])[CH2:25][CH2:26][CH2:27][CH2:28][CH2:29]2)[cH:14][cH:15][cH:16][cH:17][cH:18]1>>[c:13]1([CH2:19][O:20][C:21](=[O:22])[NH:23][C:24]2([C:30](=[O:32])[NH:43][CH:44]([CH:45]([CH3:46])[CH3:47])[CH2:48][OH:49])[CH2:25][CH2:26][CH2:27][CH2:28][CH2:29]2)[cH:14][cH:15][cH:16][cH:17][cH:18]1. Product: CC(C)C(CO)NC(=O)C1(NC(=O)OCc2ccccc2)CCCCC1. The reactants are [Br-], CCOCCCl, C[Si](C)(C)[N-][Si](C)(C)C, CCCC[N+](CCCC)(CCCC)CCCC, [K+], C1CCOC1, O, c1ccc(CN2CCC(Nc3nc4ccccc4[nH]3)CC2)cc1. Yields the product CCOCCn1c(NC2CCN(Cc3ccccc3)CC2)nc2ccccc21. As a reaction SMILES: [Br-:45].[CH2:39]([O:40][CH2:41][CH2:42][Cl:43])[CH3:44].[CH3:29][Si:30]([N-:31][Si:32]([CH3:33])([CH3:34])[CH3:35])([CH3:36])[CH3:37].[CH3:46][CH2:47][CH2:48][CH2:49][N+:50]([CH2:51][CH2:52][CH2:53][CH3:54])([CH2:55][CH2:56][CH2:57][CH3:58])[CH2:59][CH2:60][CH2:61][CH3:62].[K+:38].[O:24]1[CH2:25][CH2:26][CH2:27][CH2:28]1.[OH2:63].[nH:1]1[c:2]([NH:10][CH:11]2[CH2:12][CH2:13][N:14]([CH2:17][c:18]3[cH:19][cH:20][cH:21][cH:22][cH:23]3)[CH2:15][CH2:16]2)[n:3][c:4]2[c:5]1[cH:6][cH:7][cH:8][cH:9]2>>[n:1]1([CH2:27][CH2:28][O:24][CH2:25][CH3:26])[c:2]([NH:10][CH:11]2[CH2:12][CH2:13][N:14]([CH2:17][c:18]3[cH:19][cH:20][cH:21][cH:22][cH:23]3)[CH2:15][CH2:16]2)[n:3][c:4]2[c:5]1[cH:6][cH:7][cH:8][cH:9]2. Starting materials: CCOC(C)=O, C=Cc1ccccc1, CCCCCC, Nc1ccccc1. Yields the product c1ccc(CCNc2ccccc2)cc1. RXN SMILES: [C:22]([O:23][CH2:24][CH3:25])(=[O:26])[CH3:27].[CH2:8]=[CH:9][c:10]1[cH:11][cH:12][cH:13][cH:14][cH:15]1.[CH3:16][CH2:17][CH2:18][CH2:19][CH2:20][CH3:21].[NH2:1][c:2]1[cH:3][cH:4][cH:5][cH:6][cH:7]1>>[NH:1]([c:2]1[cH:3][cH:4][cH:5][cH:6][cH:7]1)[CH2:8][CH2:9][c:10]1[cH:11][cH:12][cH:13][cH:14][cH:15]1. Starting materials: C(C)(=O)N1CC(C2=CC=C(C=C12)NC(C1=C(N=CC=C1)F)=O)(C)C (N-(1-acetyl-3,3-dimethyl-2,3-dihydro-1H-indol-6-yl)-2-fluoro-nicotinamide), Cl.Cl.N1C=CC=2C1=NC=CC2CN (C-(1H-pyrrolo[2,3-b]pyridin-4-yl)-methylamine dihydrochloride). Yields the product C(C)(=O)N1CC(C2=CC=C(C=C12)NC(C1=C(N=CC=C1)NCC1=C2C(=NC=C1)NC=C2)=O)(C)C (N-(1-Acetyl-3,3-dimethyl-2,3-dihydro-1H-indol-6-yl)-2-[(1H-pyrrolo[2,3-b]pyridin-4-ylmethyl)amino]nicotinamide). Reaction SMILES: [C:1]([N:4]1[C:12]2[C:7](=[CH:8][CH:9]=[C:10]([NH:13][C:14](=[O:22])[C:15]3[CH:20]=[CH:19][CH:18]=[N:17][C:16]=3F)[CH:11]=2)[C:6]([CH3:24])([CH3:23])[CH2:5]1)(=[O:3])[CH3:2].Cl.Cl.[NH:27]1[C:31]2=[N:32][CH:33]=[CH:34][C:35]([CH2:36][NH2:37])=[C:30]2[CH:29]=[CH:28]1>>[C:1]([N:4]1[C:12]2[C:7](=[CH:8][CH:9]=[C:10]([NH:13][C:14](=[O:22])[C:15]3[CH:20]=[CH:19][CH:18]=[N:17][C:16]=3[NH:37][CH2:36][C:35]3[CH:34]=[CH:33][N:32]=[C:31]4[NH:27][CH:28]=[CH:29][C:30]=34)[CH:11]=2)[C:6]([CH3:24])([CH3:23])[CH2:5]1)(=[O:3])[CH3:2] |f:1.2.3|. Procedure details: The titled compound was prepared from N-(1-acetyl-3,3-dimethyl-2,3-dihydro-1H-indol-6-yl)-2-fluoro-nicotinamide and C-(1H-pyrrolo[2,3-b]pyridin-4-yl)-methylamine dihydrochloride by the method described in Step A of Example 1. MS (ES+): 455 (M+H). Calc'd. for C26H26N6O2—454.53. As a reaction SMILES: C([O:3][C:4](=[O:20])[C:5]1[C:10]([O:11][CH:12]([CH3:14])[CH3:13])=[CH:9][C:8]([O:15][CH:16]([CH3:18])[CH3:17])=[N:7][C:6]=1[CH3:19])C.[OH-].[Na+]>CO.O>[CH:12]([O:11][C:10]1[C:5]([C:4]([OH:20])=[O:3])=[C:6]([CH3:19])[N:7]=[C:8]([O:15][CH:16]([CH3:18])[CH3:17])[CH:9]=1)([CH3:14])[CH3:13] |f:1.2|. The reactants are C(C)OC(C1=C(N=C(C=C1OC(C)C)OC(C)C)C)=O (4,6-diisopropoxy-2-methyl-nicotinic acid ethyl ester), [OH-].[Na+] (sodium hydroxide). Solvent: CO (methanol), O (water). Yields the product C(C)(C)OC1=CC(=NC(=C1C(=O)O)C)OC(C)C (4,6-diisopropoxy-2-methyl-nicotinic acid). Procedure details: Malonic acid (5.27 g, 51 mmol), 2,4,6-trichlorophenol (20 g, 100 mmol) and phosphorus oxychloride (17.17 g, 112 mmol) were stirred under nitrogen atmosphere at reflux for 12 h. The reaction mixture was cooled to 70° C. and poured into ice water. The formed precipitate was collected, washed with water and dried under vacuum to provide the desired malonic acid bis-(2,4,6-trichloro-phenyl)ester as a white solid (23.37 g, quantitative yield). To a mixture of malonic acid bis-(2,4,6-trichloro-phenyl)... The reactants are S(=O)(=O)([O-])[O-].[Na+].[Na+] (sodium sulfate), product, O(C1=CC=CC=C1)C1=C(C#N)C(=CC=C1)NC1=CC=CC=C1 (2-phenoxy-6-(phenylamino)benzonitrile), [H-].[Al+3].[Li+].[H-].[H-].[H-] (Lithium aluminum hydride). Run in O1CCCC1 (tetrahydrofuran). Yields the product O(C1=CC=CC=C1)C1=C(CN)C(=CC=C1)NC1=CC=CC=C1 (2-Phenoxy-6-(phenylamino)benzyl amine). As a reaction SMILES: [O:1]([C:8]1[CH:15]=[CH:14][CH:13]=[C:12]([NH:16][C:17]2[CH:22]=[CH:21][CH:20]=[CH:19][CH:18]=2)[C:9]=1[C:10]#[N:11])[C:2]1[CH:7]=[CH:6][CH:5]=[CH:4][CH:3]=1.[H-].[Al+3].[Li+].[H-].[H-].[H-].S([O-])([O-])(=O)=O.[Na+].[Na+]>O1CCCC1>[O:1]([C:8]1[CH:15]=[CH:14][CH:13]=[C:12]([NH:16][C:17]2[CH:22]=[CH:21][CH:20]=[CH:19][CH:18]=2)[C:9]=1[CH2:10][NH2:11])[C:2]1[CH:3]=[CH:4][CH:5]=[CH:6][CH:7]=1 |f:1.2.3.4.5.6,7.8.9|. Procedure details: The product of example 1b above, 2-phenoxy-6-(phenylamino)benzonitrile, (0.4 g, 1.4 mmol) was dissolved in dry tetrahydrofuran (20 mL) and stirred under argon in a room temperature water bath. Lithium aluminum hydride (0.28 g, 7.0 mmol) was added in portions over 10 minutes. The reaction mixture was heated to 60° C. for 1 hour. The reaction mixture was cooled to room temperature and anhydrous sodium sulfate was added followed by quenching by the addition of a freshly prepared saturated solution ... The reactants are CCN(C(C)C)C(C)C, CC(C)CN(CC(O)C(Cc1ccc(OCCCI)cc1)NC(=O)OC1COC2OCCC12)S(=O)(=O)c1ccc2c(c1)OCO2, CN(C)C=O, C1CSCN1. Product: CC(C)CN(CC(O)C(Cc1ccc(OCCCN2CCSC2)cc1)NC(=O)OC1COC2OCCC12)S(=O)(=O)c1ccc2c(c1)OCO2. Reaction SMILES: [CH:51]([N:52]([CH2:53][CH3:54])[CH:55]([CH3:56])[CH3:57])([CH3:58])[CH3:59].[O:1]1[CH2:2][O:3][c:4]2[c:5]1[cH:6][cH:7][c:8]([S:10](=[O:11])(=[O:12])[N:13]([CH2:14][CH:15]([CH:16]([CH2:17][c:18]1[cH:19][cH:20][c:21]([O:24][CH2:25][CH2:26][CH2:27][I:28])[cH:22][cH:23]1)[NH:29][C:30]([O:31][CH:32]1[CH2:33][O:34][CH:35]3[O:36][CH2:37][CH2:38][CH:39]13)=[O:40])[OH:41])[CH2:42][CH:43]([CH3:44])[CH3:45])[cH:9]2.[O:60]=[CH:61][N:62]([CH3:63])[CH3:64].[S:46]1[CH2:47][NH:48][CH2:49][CH2:50]1>>[O:1]1[CH2:2][O:3][c:4]2[c:5]1[cH:6][cH:7][c:8]([S:10](=[O:11])(=[O:12])[N:13]([CH2:14][CH:15]([CH:16]([CH2:17][c:18]1[cH:19][cH:20][c:21]([O:24][CH2:25][CH2:26][CH2:27][N:48]3[CH2:47][S:46][CH2:50][CH2:49]3)[cH:22][cH:23]1)[NH:29][C:30]([O:31][CH:32]1[CH2:33][O:34][CH:35]3[O:36][CH2:37][CH2:38][CH:39]13)=[O:40])[OH:41])[CH2:42][CH:43]([CH3:44])[CH3:45])[cH:9]2. The reactants are C1=CC=C(C=2SC3=C(C21)C=CC=C3)C=3C=C(C=CC3)B3OC(C(O3)(C)C)(C)C (2-(3-(dibenzo[b,d]thiophen-4-yl)phenyl)-4,4,5,5-tetramethyl-1,3,2-dioxaborolane), BrC=1C=C(C=CC1)[Si](C1=CC=CC=C1)(C1=CC=CC=C1)C1=CC(=CC=C1)Br (bis(3-bromophenyl)diphenylsilane), COC=1C=CC=C(C1C=2C=CC=CC2P(C3CCCCC3)C4CCCCC4)OC (SPhos), [O-]P(=O)([O-])[O-].[K+].[K+].[K+] (K3PO4). The reagents and catalysts are C=1C=CC(=CC1)/C=C/C(=O)/C=C/C2=CC=CC=C2.C=1C=CC(=CC1)/C=C/C(=O)/C=C/C2=CC=CC=C2.C=1C=CC(=CC1)/C=C/C(=O)/C=C/C2=CC=CC=C2.[Pd].[Pd] (Pd2(dba)3). The solvent is C=1(C(=CC=CC1)C)C (xylene), O (water). Product: BrC=1C=C(C=CC1)[Si](C1=CC=CC=C1)(C1=CC=CC=C1)C=1C=C(C=CC1)C1=CC(=CC=C1)C1=CC=CC2=C1SC1=C2C=CC=C1 ((3-bromophenyl)(3′-(dibenzo[b,d]thiophen-4-yl)-[1,1′-biphenyl]-3-yl)diphenylsilane). Isolated yield 30.6%. As a reaction SMILES: [CH:1]1[C:9]2[C:8]3[CH:10]=[CH:11][CH:12]=[CH:13][C:7]=3[S:6][C:5]=2[C:4]([C:14]2[CH:15]=[C:16](B3OC(C)(C)C(C)(C)O3)[CH:17]=[CH:18][CH:19]=2)=[CH:3][CH:2]=1.Br[C:30]1[CH:31]=[C:32]([Si:36]([C:49]2[CH:54]=[CH:53][CH:52]=[C:51]([Br:55])[CH:50]=2)([C:43]2[CH:48]=[CH:47][CH:46]=[CH:45][CH:44]=2)[C:37]2[CH:42]=[CH:41][CH:40]=[CH:39][CH:38]=2)[CH:33]=[CH:34][CH:35]=1.COC1C=CC=C(OC)C=1C1C=CC=CC=1P(C1CCCCC1)C1CCCCC1.[O-]P([O-])([O-])=O.[K+].[K+].[K+]>C1(C)C(C)=CC=CC=1.O.C1C=CC(/C=C/C(/C=C/C2C=CC=CC=2)=O)=CC=1.C1C=CC(/C=C/C(/C=C/C2C=CC=CC=2)=O)=CC=1.C1C=CC(/C=C/C(/C=C/C2C=CC=CC=2)=O)=CC=1.[Pd].[Pd]>[Br:55][C:51]1[CH:50]=[C:49]([Si:36]([C:32]2[CH:31]=[C:30]([C:16]3[CH:17]=[CH:18][CH:19]=[C:14]([C:4]4[C:5]5[S:6][C:7]6[CH:13]=[CH:12][CH:11]=[CH:10][C:8]=6[C:9]=5[CH:1]=[CH:2][CH:3]=4)[CH:15]=3)[CH:35]=[CH:34][CH:33]=2)([C:43]2[CH:44]=[CH:45][CH:46]=[CH:47][CH:48]=2)[C:37]2[CH:38]=[CH:39][CH:40]=[CH:41][CH:42]=2)[CH:54]=[CH:53][CH:52]=1 |f:3.4.5.6,9.10.11.12.13|. Reported procedure: A mixture solution of 2-(3-(dibenzo[b,d]thiophen-4-yl)phenyl)-4,4,5,5-tetramethyl-1,3,2-dioxaborolane (6.0 g, 15.53 mmol), bis(3-bromophenyl)diphenylsilane (19.19 g, 38.8 mmol), Pd2(dba)3 (0.28 g, 0.31 mmol), SPhos (0.26 g, 0.62 mmol) and K3PO4 (3.30 g, 15.53 mmol) in xylene (150 mL) and water (15 mL) was refluxed under nitrogen at 120° C. overnight. After cooling to room temperature, the reaction mixture was quenched with water, extracted with DCM, washed with brine and water, and dried over Na...